This data is from the Open Reaction Database (ORD), a public repository of structured organic reaction records. The task is: describe an organic reaction: reactants, conditions, products, and yield Starting materials: CCN1CCNCC1, CCOC(C)=O, Cc1cc2c(F)c(Oc3ncnc4[nH]c(-c5ccc(C(=O)O)cc5)cc34)ccc2[nH]1, [Li], CN(C)C=O. Yields the product CCN1CCN(C(=O)c2ccc(-c3cc4c(Oc5ccc6[nH]c(C)cc6c5F)ncnc4[nH]3)cc2)CC1. Reaction SMILES: [CH2:32]([CH3:33])[N:34]1[CH2:35][CH2:36][NH:37][CH2:38][CH2:39]1.[CH3:45][CH2:46][O:47][C:48]([CH3:49])=[O:50].[F:2][c:3]1[c:4]2[cH:5][c:6]([CH3:31])[nH:7][c:8]2[cH:9][cH:10][c:11]1[O:12][c:13]1[c:14]2[c:15]([n:16][cH:17][n:18]1)[nH:19][c:20](-[c:22]1[cH:23][cH:24][c:25]([C:26](=[O:27])[OH:28])[cH:29][cH:30]1)[cH:21]2.[Li:1].[O:40]=[CH:41][N:42]([CH3:43])[CH3:44]>>[F:2][c:3]1[c:4]2[cH:5][c:6]([CH3:31])[nH:7][c:8]2[cH:9][cH:10][c:11]1[O:12][c:13]1[c:14]2[c:15]([n:16][cH:17][n:18]1)[nH:19][c:20](-[c:22]1[cH:23][cH:24][c:25]([C:26](=[O:28])[N:37]3[CH2:36][CH2:35][N:34]([CH2:32][CH3:33])[CH2:39][CH2:38]3)[cH:29][cH:30]1)[cH:21]2. Starting materials: CC(C)(C)[Si](C)(C)OC1CCC(n2cc(I)cn2)CC1, C1CCOC1, COB1OC(C)(C)C(C)(C)O1, CC(C)[Mg+], [Cl-], [Cl-], [NH4+]. The product is CC1(C)OB(c2cnn(C3CCC(O[Si](C)(C)C(C)(C)C)CC3)c2)OC1(C)C. Reaction SMILES: [C:1]([CH3:2])([CH3:3])([CH3:4])[Si:5]([O:6][CH:7]1[CH2:8][CH2:9][CH:10]([n:13]2[n:14][cH:15][c:16]([I:18])[cH:17]2)[CH2:11][CH2:12]1)([CH3:19])[CH3:20].[CH2:39]1[O:40][CH2:41][CH2:42][CH2:43]1.[CH3:26][O:27][B:28]1[O:29][C:30]([CH3:35])([CH3:36])[C:31]([CH3:33])([CH3:34])[O:32]1.[CH:22]([Mg+:23])([CH3:24])[CH3:25].[Cl-:21].[Cl-:37].[NH4+:38]>>[C:1]([CH3:2])([CH3:3])([CH3:4])[Si:5]([O:6][CH:7]1[CH2:8][CH2:9][CH:10]([n:13]2[n:14][cH:15][c:16]([B:28]3[O:29][C:30]([CH3:35])([CH3:36])[C:31]([CH3:33])([CH3:34])[O:32]3)[cH:17]2)[CH2:11][CH2:12]1)([CH3:19])[CH3:20]. The reactants are NS(=O)(=O)C1=CC(=C(C=C1)N[C@H](CC(=O)OC(C)(C)C)CSC1=CC=CC=C1)[N+](=O)[O-] (tert-butyl (3R)-3-((4-(aminosulfonyl)-2-nitrophenyl)amino)-4-(phenylthio)butanoate), Cl (HCl). The solvent is O1CCOCC1 (1,4-dioxane). The product is NS(=O)(=O)C1=CC(=C(C=C1)N[C@H](CC(=O)O)CSC1=CC=CC=C1)[N+](=O)[O-] ((3R)-3-((4-(aminosulfonyl)-2-nitrophenyl)amino)-4-(phenylthio)butanoic acid). Reaction SMILES: [NH2:1][S:2]([C:5]1[CH:10]=[CH:9][C:8]([NH:11][C@@H:12]([CH2:21][S:22][C:23]2[CH:28]=[CH:27][CH:26]=[CH:25][CH:24]=2)[CH2:13][C:14]([O:16]C(C)(C)C)=[O:15])=[C:7]([N+:29]([O-:31])=[O:30])[CH:6]=1)(=[O:4])=[O:3].Cl>O1CCOCC1>[NH2:1][S:2]([C:5]1[CH:10]=[CH:9][C:8]([NH:11][C@@H:12]([CH2:21][S:22][C:23]2[CH:24]=[CH:25][CH:26]=[CH:27][CH:28]=2)[CH2:13][C:14]([OH:16])=[O:15])=[C:7]([N+:29]([O-:31])=[O:30])[CH:6]=1)(=[O:3])=[O:4]. Procedure: A mixture of Example 122D and 4M HCl in 1,4-dioxane (10 mL) was stirred at 50° C. for 5 hours and concentrated to provide the desired product. MS (ESI(+)) m/e 412 (M+H)+. Starting materials: CC[NH+](CC)CC, CO, [N-]=[N+]=Nc1nc2c(N)ncnc2n1C1OC(COS(=O)(=O)NC(=O)c2ccccc2O)C(O)C1O. The product is CC[NH+](CC)CC, Nc1ncnc2c1nc(N)n2C1OC(COS(=O)(=O)NC(=O)c2ccccc2O)C(O)C1O. RXN SMILES: [CH2:1]([CH3:2])[NH+:3]([CH2:4][CH3:5])[CH2:6][CH3:7].[CH3:43][OH:44].[N:8](=[N+:9]=[N-:10])[c:11]1[n:12]([CH:13]2[CH:14]([OH:15])[CH:16]([OH:17])[CH:18]([CH2:19][O:20][S:21]([NH:22][C:23]([c:24]3[c:25]([OH:30])[cH:26][cH:27][cH:28][cH:29]3)=[O:31])(=[O:32])=[O:33])[O:34]2)[c:35]2[n:36][cH:37][n:38][c:39]([NH2:42])[c:40]2[n:41]1>>[CH2:1]([CH3:2])[NH+:3]([CH2:4][CH3:5])[CH2:6][CH3:7].[NH2:8][c:11]1[n:12]([CH:13]2[CH:14]([OH:15])[CH:16]([OH:17])[CH:18]([CH2:19][O:20][S:21]([NH:22][C:23]([c:24]3[c:25]([OH:30])[cH:26][cH:27][cH:28][cH:29]3)=[O:31])(=[O:32])=[O:33])[O:34]2)[c:35]2[n:36][cH:37][n:38][c:39]([NH2:42])[c:40]2[n:41]1. The reactants are Cc1ccccc1, COc1cc2nccc(Oc3ccc(C)nc3I)c2cc1OC, [Na+], O=C([O-])O, OB(O)C=Cc1ccccc1. Yields the product COc1cc2nccc(Oc3ccc(C)nc3C=Cc3ccccc3)c2cc1OC. Reaction SMILES: [CH3:40][c:41]1[cH:42][cH:43][cH:44][cH:45][cH:46]1.[I:1][c:2]1[n:3][c:4]([CH3:23])[cH:5][cH:6][c:7]1[O:8][c:9]1[cH:10][cH:11][n:12][c:13]2[cH:14][c:15]([O:21][CH3:22])[c:16]([O:19][CH3:20])[cH:17][c:18]12.[Na+:35].[OH:36][C:37](=[O:38])[O-:39].[c:24]1([CH:30]=[CH:31][B:32]([OH:33])[OH:34])[cH:25][cH:26][cH:27][cH:28][cH:29]1>>[c:2]1([CH:31]=[CH:30][c:24]2[cH:25][cH:26][cH:27][cH:28][cH:29]2)[n:3][c:4]([CH3:23])[cH:5][cH:6][c:7]1[O:8][c:9]1[cH:10][cH:11][n:12][c:13]2[cH:14][c:15]([O:21][CH3:22])[c:16]([O:19][CH3:20])[cH:17][c:18]12. Starting materials: C(C)(C)(C)OC(=O)N1CCN2C1=C(C(=C(C2=O)C)NC2=C(C=C(C=C2)I)F)NS(=O)(=O)C2(CC2)CC=C (8-(1-allyl-cyclopropanesulfonylamino)-7-(2-fluoro-4-iodo-phenylamino)-6-methyl-5-oxo-2,3-dihydro-5H-imidazo[1,2-a]pyridine-1-carboxylic acid tert-butyl ester), C[N+]1(CCOCC1)[O-] (N-methylmorpholine-N-oxide), C1CCOC1 (THF), CO (MeOH). The reagents and catalysts are O=[Os](=O)(=O)=O (OsO4). The solvent is O (water), C(Cl)(Cl)Cl (CHCl3). Reaction conditions: time 3 hour. The product is C(C)(C)(C)OC(=O)N1CCN2C1=C(C(=C(C2=O)C)NC2=C(C=C(C=C2)I)F)NS(=O)(=O)C2(CC2)CC(CO)O (8-[1-(2,3-Dihydroxy-propyl)-cyclopropanesulfonylamino]-7-(2-fluoro-4-iodo-phenylamino)-6-methyl-5-oxo-2,3-dihydro-5H-imidazo[1,2-a]pyridine-1-carboxylic acid tert-butyl ester). Reaction SMILES: [C:1]([O:5][C:6]([N:8]1[C:12]2=[C:13]([NH:28][S:29](C3(CC=C)CC3)(=[O:31])=[O:30])[C:14]([NH:19][C:20]3[CH:25]=[CH:24][C:23]([I:26])=[CH:22][C:21]=3[F:27])=[C:15]([CH3:18])[C:16](=[O:17])[N:11]2[CH2:10][CH2:9]1)=[O:7])([CH3:4])([CH3:3])[CH3:2].C[N+]1([O-])CC[O:42][CH2:41]C1.[CH3:46]O.[CH2:48]1[CH2:52][O:51][CH2:50][CH2:49]1>O.C(Cl)(Cl)Cl.O=[Os](=O)(=O)=O>[C:1]([O:5][C:6]([N:8]1[C:12]2=[C:13]([NH:28][S:29]([C:49]3([CH2:48][CH:52]([OH:51])[CH2:41][OH:42])[CH2:46][CH2:50]3)(=[O:31])=[O:30])[C:14]([NH:19][C:20]3[CH:25]=[CH:24][C:23]([I:26])=[CH:22][C:21]=3[F:27])=[C:15]([CH3:18])[C:16](=[O:17])[N:11]2[CH2:10][CH2:9]1)=[O:7])([CH3:4])([CH3:2])[CH3:3]. Reported procedure: OsO4 (0.004 g, 0.00002 mol) was added to a stirred solution of 8-(1-allyl-cyclopropanesulfonylamino)-7-(2-fluoro-4-iodo-phenylamino)-6-methyl-5-oxo-2,3-dihydro-5H-imidazo[1,2-a]pyridine-1-carboxylic acid tert-butyl ester (125 mg, 0.0002 mol) and N-methylmorpholine-N-oxide (34 mg, 0.0003 mol) in water and THF (3 mL). The resulting mixture was stirred at room temperature for 3 hours. The reaction was monitored by TLC (10% MeOH in CHCl3). The reaction mixture was partitioned between ethylacetate an... Reactants: ClC1=C(C=O)C=CC(=C1)F (2-chloro-4-fluorobenzaldehyde), O=C(CC(=O)OC)CCC1=CC=NC=C1 (Methyl 3-oxo-5-(4-pyridinyl)-pentanoate), N1CCCCC1 (piperidine), C(C)(=O)O (acetic acid). Solvent: C(C)(C)O (isopropanol). Run at time 8 hour. Yields the product ClC1=C(C=CC(=C1)F)C=C(C(=O)OC)C(CCC1=CC=NC=C1)=O (Methyl 3-(2-chloro-4-fluorophenyl)-2-[3-(4-pyridinyl)-propanoyl]-2-propenoate). RXN SMILES: [Cl:1][C:2]1[CH:9]=[C:8]([F:10])[CH:7]=[CH:6][C:3]=1[CH:4]=O.[O:11]=[C:12]([CH2:18][CH2:19][C:20]1[CH:25]=[CH:24][N:23]=[CH:22][CH:21]=1)[CH2:13][C:14]([O:16][CH3:17])=[O:15].N1CCCCC1.C(O)(=O)C>C(O)(C)C>[Cl:1][C:2]1[CH:9]=[C:8]([F:10])[CH:7]=[CH:6][C:3]=1[CH:4]=[C:13]([C:12](=[O:11])[CH2:18][CH2:19][C:20]1[CH:21]=[CH:22][N:23]=[CH:24][CH:25]=1)[C:14]([O:16][CH3:17])=[O:15]. Reported procedure: A solution of 2.44 g (15.4 mmol) of 2-chloro-4-fluorobenzaldehyde and 3.19 g (15.4 mmol) of the compound from Example X in 20 ml of isopropanol are mixed with 0.1 ml of piperidine and 0.13 ml of glacial acetic acid. Stirring at room temperature overnight is followed by concentration, and the residue is chromatographed on silica gel with dichloromethane->dichloromethane/methanol (50:1) as mobile phase. The product is employed further as cis/trans mixture.